From a dataset of the Open Reaction Database (ORD), a public repository of structured organic reaction records. describe an organic reaction: reactants, conditions, products, and yield Starting materials: N1(N=NC=C1)C=1C=CC(=NC1)OCC1=CC=C(C=C1)OC (5-(1H-1,2,3-triazol-1-yl)-2-(4′-methoxybenzyloxy)pyridine), FC(C(=O)O)(F)F (Trifluoroacetic acid). Run in CC(=O)C (acetone), ClCCl (dichloromethane). Run at time 10 minute. Yields the product N1(N=NC=C1)C=1C=CC(=NC1)O (5-(1H-1,2,3-triazol-1-yl)-2-hydroxypyridine). As a reaction SMILES: [N:1]1([C:6]2[CH:7]=[CH:8][C:9]([O:12]CC3C=CC(OC)=CC=3)=[N:10][CH:11]=2)[CH:5]=[CH:4][N:3]=[N:2]1.FC(F)(F)C(O)=O>ClCCl.CC(C)=O>[N:1]1([C:6]2[CH:7]=[CH:8][C:9]([OH:12])=[N:10][CH:11]=2)[CH:5]=[CH:4][N:3]=[N:2]1. Reported procedure: 5-(1H-1,2,3-triazol-1-yl)-2-(4′-methoxybenzyloxy)pyridine from step 3 of this example (890 mg, 3.15 mmol) was dissolved in dichloromethane (11 ml). Trifluoroacetic acid (3.64 ml, 47.3 mmol) was added and the mixture stirred at RT. Within 10 minutes the reaction had turned light purple. The reaction mixture was evaporated 40 minutes after TFA addition, then reconstituted in CH2Cl2/heptane and evaporated again. The residue was purified by column chromatography on a Biotage 40 g SiO2 column, elutin... The reactants are [BH4-].[Na+] (sodium borohydride), C(C1=CC=CC=C1)N1CC(C=C1)(C(F)(F)F)C1=CC(=CC(=C1)Cl)Cl (1-Benzyl-3-(3,5-dichlorophenyl)-3-(trifluoromethyl)-2,3-dihydro-1H-pyrrole), Cl (hydrochloric acid). Solvent: O1CCCC1 (tetrahydrofurane). Product: C(C1=CC=CC=C1)N1CC(CC1)(C(F)(F)F)C1=CC(=CC(=C1)Cl)Cl (1-benzyl-3-(3,5-dichlorophenyl)-3-(trifluoromethyl)pyrrolidine). Isolated yield 88.3%. RXN SMILES: [CH2:1]([N:8]1[CH:12]=[CH:11][C:10]([C:17]2[CH:22]=[C:21]([Cl:23])[CH:20]=[C:19]([Cl:24])[CH:18]=2)([C:13]([F:16])([F:15])[F:14])[CH2:9]1)[C:2]1[CH:7]=[CH:6][CH:5]=[CH:4][CH:3]=1.[BH4-].[Na+].Cl>O1CCCC1>[CH2:1]([N:8]1[CH2:12][CH2:11][C:10]([C:17]2[CH:18]=[C:19]([Cl:24])[CH:20]=[C:21]([Cl:23])[CH:22]=2)([C:13]([F:16])([F:15])[F:14])[CH2:9]1)[C:2]1[CH:7]=[CH:6][CH:5]=[CH:4][CH:3]=1 |f:1.2|. Procedure details: 1-Benzyl-3-(3,5-dichlorophenyl)-3-(trifluoromethyl)-2,3-dihydro-1H-pyrrole (100 mg, 90% purity, 242 μmol) was dissolved in tetrahydrofurane (2 mL) and sodium borohydride (26.0 mg, 677 μmol) was added at room temperature. After 30 minutes at room temperature the reaction mixture was acidified with hydrochloric acid (3.6%) and extracted twice with dichloromethane. The combined organic phases were washed with water, dried over sodium sulfate, filtered and the solvents evaporated. This procedure yie... Reactants: Cl.Cl.CN1CC2CCC(C1)N2 (3-Methyl-3,8-diazabicyclo[3.2.1]octane dihydrochloride), C(C)N=C=O (ethyl isocyanate), C(=O)(OCC)N1C2CN(CC1CC2)C (8-carbethoxy-3-methyl-3,8-diazabicyclo[3.2.1]octane). Yields the product C(C)NC(=O)N1C2CN(CC1CC2)C (8-(N-Ethylcarbamyl)-3-methyl-3,8-diazabicyclo[3.2.1]octane). Isolated yield 33.6%. As a reaction SMILES: Cl.Cl.[CH3:3][N:4]1[CH2:10][CH:9]2[NH:11][CH:6]([CH2:7][CH2:8]2)[CH2:5]1.[CH2:12]([N:14]=[C:15]=[O:16])[CH3:13].C(N1C2CCC1CN(C)C2)(OCC)=O>>[CH2:12]([NH:14][C:15]([N:11]1[CH:9]2[CH2:8][CH2:7][CH:6]1[CH2:5][N:4]([CH3:3])[CH2:10]2)=[O:16])[CH3:13] |f:0.1.2|. Procedure: 3-Methyl-3,8-diazabicyclo[3.2.1]octane dihydrochloride (3.0 g, 0.0151 mole), prepared as described in Example 5, was reacted with 1.21 ml (0.0151 mole) ethyl isocyanate in a procedure as described for 8-carbethoxy-3-methyl-3,8-diazabicyclo[3.2.1]octane in Example 6. The crude desired product, as the free base, was purified by chromatography on alumina with chloroform elution. An hydrochloride salt was made by treatment of a solution of the free base in diethyl ether with ethanolic hydrogen chlor... RXN SMILES: [F:1][C:2]([F:16])([F:15])[C:3]([NH:5][CH2:6][CH2:7][CH2:8][CH2:9][CH2:10][C:11]([O:13]C)=[O:12])=[O:4].C(Cl)(Cl)Cl.CC(C)=O>B([O-])([O-])[O-]>[F:1][C:2]([F:15])([F:16])[C:3]([NH:5][CH2:6][CH2:7][CH2:8][CH2:9][CH2:10][C:11]([OH:13])=[O:12])=[O:4]. The yield is 89.0%. Reaction conditions: time 10 minute. Reactants: CC(=O)C (acetone), FC(C(=O)NCCCCCC(=O)OC)(F)F (Methyl 6-trifluoroacetamidohexanoate), C(Cl)(Cl)Cl (chloroform), 2160U. Procedure: Next, after dissolving Methyl 6-trifluoroacetamidohexanoate (3.7 g, 15.4 mmol) in 10 mM of a borate buffer pH8.0 (3000 ml), a porcine liver derived carboxylesterase (2160U, 1.2 ml) was added, and a reaction performed at 30° C. After 72 hours had passed since the start of the reaction, after boiling for 10 minutes at 100° C. and stopping the reaction, the reaction solution was concentrated and applied to a silica gel column chromatography (2.0×30 cm) equilibrated (10 ml/min) with chloroform:aceto... Solvent: B([O-])([O-])[O-] (borate). Yields the product FC(C(=O)NCCCCCC(=O)O)(F)F (6-Trifluoroacetamidohexanoic acid). Reactants: CCOC(=O)CC(C)=O, Fc1ccc(C(=C2CCN(CCCl)CC2)c2ccc(F)cc2)cc1, [H-], [I-], [Na+], [Na+], C1CCOC1. Product: CCOC(=O)C(CCN1CCC(=C(c2ccc(F)cc2)c2ccc(F)cc2)CC1)C(C)=O. As a reaction SMILES: [C:1]([CH2:2][C:3](=[O:4])[CH3:5])(=[O:6])[O:7][CH2:8][CH3:9].[F:14][c:15]1[cH:16][cH:17][c:18]([C:21](=[C:22]2[CH2:23][CH2:24][N:25]([CH2:28][CH2:29][Cl:30])[CH2:26][CH2:27]2)[c:31]2[cH:32][cH:33][c:34]([F:37])[cH:35][cH:36]2)[cH:19][cH:20]1.[H-:10].[I-:13].[Na+:11].[Na+:12].[O:38]1[CH2:39][CH2:40][CH2:41][CH2:42]1>>[C:1]([CH:2]([C:3](=[O:4])[CH3:5])[CH2:29][CH2:28][N:25]1[CH2:24][CH2:23][C:22](=[C:21]([c:18]2[cH:17][cH:16][c:15]([F:14])[cH:20][cH:19]2)[c:31]2[cH:32][cH:33][c:34]([F:37])[cH:35][cH:36]2)[CH2:27][CH2:26]1)(=[O:6])[O:7][CH2:8][CH3:9]. Reactants: O=C(C(CCCCCN1C(C=2C(C1=O)=CC=CC2)=O)C(=O)OCC)C (N-[7-oxo(6-carboethoxy)octyl]phthalimide), C(C)(=O)O (acetic acid), Cl (hydrochloric acid), O (water). The solvent is C(Cl)Cl (methylene chloride), [OH-].[Na+] (NaOH). Product: O=C(CCCCCCN1C(C=2C(C1=O)=CC=CC2)=O)C (N-(7-Oxooctyl)phthalimide). As a reaction SMILES: [O:1]=[C:2]([CH3:25])[CH:3](C(OCC)=O)[CH2:4][CH2:5][CH2:6][CH2:7][CH2:8][N:9]1[C:13](=[O:14])[C:12]2=[CH:15][CH:16]=[CH:17][CH:18]=[C:11]2[C:10]1=[O:19].C(O)(=O)C.Cl.O>C(Cl)Cl.[OH-].[Na+]>[O:1]=[C:2]([CH3:25])[CH2:3][CH2:4][CH2:5][CH2:6][CH2:7][CH2:8][N:9]1[C:13](=[O:14])[C:12]2=[CH:15][CH:16]=[CH:17][CH:18]=[C:11]2[C:10]1=[O:19] |f:5.6|. Procedure details: A mixture of 350 g of crude N-[7-oxo(6-carboethoxy)octyl]phthalimide and 1000 ml of acetic acid, concentrated hydrochloric acid, and water was refluxed for three hours. The reaction mixture was stripped, the residue dissolved in methylene chloride and basified with 2 N NaOH solution. The organic layer was separated, dried over anhydrous sodium sulfate, filtered and stripped to an orange oil, 73% pure by gc (SE-30, 90-280°@16°/min). This material was used without further purification in Preparati...